From a dataset of the Open Reaction Database (ORD), a public repository of structured organic reaction records. describe an organic reaction: reactants, conditions, products, and yield The reactants are CCCC[N+](CCCC)(CCCC)CCCC, Cc1ccccc1, CCN(CC)CCCl, Cl, [Na+], [OH-], O, O=S(=O)([O-])O, OCCc1ccc2sccc2c1. Product: CCN(CC)CCOCCc1ccc2sccc2c1. As a reaction SMILES: [CH2:29]([N+:30]([CH2:31][CH2:32][CH2:33][CH3:34])([CH2:35][CH2:36][CH2:37][CH3:38])[CH2:39][CH2:40][CH2:41][CH3:42])[CH2:43][CH2:44][CH3:45].[CH3:46][c:47]1[cH:48][cH:49][cH:50][cH:51][cH:52]1.[Cl:16][CH2:17][CH2:18][N:19]([CH2:20][CH3:21])[CH2:22][CH3:23].[ClH:15].[Na+:2].[OH-:1].[OH2:53].[S:24]([O-:25])([OH:26])(=[O:27])=[O:28].[s:3]1[c:4]2[c:5]([cH:6][cH:7]1)[cH:8][c:9]([CH2:12][CH2:13][OH:14])[cH:10][cH:11]2>>[s:3]1[c:4]2[c:5]([cH:6][cH:7]1)[cH:8][c:9]([CH2:12][CH2:13][O:14][CH2:17][CH2:18][N:19]([CH2:20][CH3:21])[CH2:22][CH3:23])[cH:10][cH:11]2. The reactants are [BH4-], CC(=O)Oc1cc2c(cc1C(C)(C)CC(C)(C)C)OC(C)(COc1ccc([N+](=O)[O-])cc1)CC2=O, CO, Cl, [Na+], c1ccccc1. The product is CC(=O)Oc1cc2c(cc1C(C)(C)CC(C)(C)C)OC(C)(COc1ccc([N+](=O)[O-])cc1)CC2O. As a reaction SMILES: [BH4-:1].[C:5]([CH3:6])(=[O:7])[O:8][c:9]1[cH:10][c:11]2[c:16]([cH:17][c:18]1[C:19]([CH2:20][C:21]([CH3:22])([CH3:23])[CH3:24])([CH3:25])[CH3:26])[O:15][C:14]([CH2:27][O:28][c:29]1[cH:30][cH:31][c:32]([N+:35](=[O:36])[O-:37])[cH:33][cH:34]1)([CH3:38])[CH2:13][C:12]2=[O:39].[CH3:3][OH:4].[ClH:40].[Na+:2].[cH:41]1[cH:42][cH:43][cH:44][cH:45][cH:46]1>>[C:5]([CH3:6])(=[O:7])[O:8][c:9]1[cH:10][c:11]2[c:16]([cH:17][c:18]1[C:19]([CH2:20][C:21]([CH3:22])([CH3:23])[CH3:24])([CH3:25])[CH3:26])[O:15][C:14]([CH2:27][O:28][c:29]1[cH:30][cH:31][c:32]([N+:35](=[O:36])[O-:37])[cH:33][cH:34]1)([CH3:38])[CH2:13][CH:12]2[OH:39].